Task: describe an organic reaction: reactants, conditions, products, and yield. Dataset: the Open Reaction Database (ORD), a public repository of structured organic reaction records Starting materials: C(C1=CC=CC=C1)N(CC1=CC=CC=C1)C[C@@]1(CN(CC1)C(=O)OCC)CF ((S)-3-(N,N-Dibenzylaminomethyl)-1-ethoxycarbonyl-3-fluoromethylpyrrolidine), [OH-].[Na+] (sodium hydroxide). Run in C(C)(C)O (isopropyl alcohol). Yields the product C(C1=CC=CC=C1)N(CC1=CC=CC=C1)C[C@@]1(CNCC1)CF ((R)-3-(N,N-Dibenzylaminomethyl)-3-fluoromethylpyrrolidine). RXN SMILES: [CH2:1]([N:8]([CH2:16][C@@:17]1([CH2:27][F:28])[CH2:21][CH2:20][N:19](C(OCC)=O)[CH2:18]1)[CH2:9][C:10]1[CH:15]=[CH:14][CH:13]=[CH:12][CH:11]=1)[C:2]1[CH:7]=[CH:6][CH:5]=[CH:4][CH:3]=1.[OH-].[Na+]>C(O)(C)C>[CH2:1]([N:8]([CH2:16][C@@:17]1([CH2:27][F:28])[CH2:21][CH2:20][NH:19][CH2:18]1)[CH2:9][C:10]1[CH:11]=[CH:12][CH:13]=[CH:14][CH:15]=1)[C:2]1[CH:7]=[CH:6][CH:5]=[CH:4][CH:3]=1 |f:1.2|. Procedure details: (S)-3-(N,N-Dibenzylaminomethyl)-1-ethoxycarbonyl-3-fluoromethylpyrrolidine (52 g) was dissolved in isopropyl alcohol (500 ml), and sodium hydroxide (27 g) was added. The mixture was refluxed for 40 hours with stirring. After concentration, water (300 ml) was added to the concentrate and the mixture was extracted with ethyl acetate. The organic layer was washed with water, dried and concentrated to give the object compound as an oil. Reactants: COC(=O)C(Br)c1ccc(Oc2ccccc2)cc1, CO, Sc1ccc(Cl)cc1. Product: COC(=O)C(Sc1ccc(Cl)cc1)c1ccc(Oc2ccccc2)cc1. Reaction SMILES: [Br:1][CH:2]([C:3](=[O:4])[O:5][CH3:6])[c:7]1[cH:8][cH:9][c:10]([O:13][c:14]2[cH:15][cH:16][cH:17][cH:18][cH:19]2)[cH:11][cH:12]1.[CH3:28][OH:29].[Cl:20][c:21]1[cH:22][cH:23][c:24]([SH:27])[cH:25][cH:26]1>>[CH:2]([C:3](=[O:4])[O:5][CH3:6])([c:7]1[cH:8][cH:9][c:10]([O:13][c:14]2[cH:15][cH:16][cH:17][cH:18][cH:19]2)[cH:11][cH:12]1)[S:27][c:24]1[cH:23][cH:22][c:21]([Cl:20])[cH:26][cH:25]1.